Dataset: the Open Reaction Database (ORD), a public repository of structured organic reaction records. Task: describe an organic reaction: reactants, conditions, products, and yield Starting materials: CCC(C(=O)[O-])N1CCN(Cc2cnc(-c3cc4cccc(NS(=O)(=O)c5cccs5)c4[nH]3)s2)CC1, CCOC(C)=O, CO, [Cl-], [Na+], [Na+], C1CCOC1, [OH-], O=C(O)CC(O)(CC(=O)O)C(=O)O. Product: O=C(O)CN1CCN(Cc2cnc(-c3cc4cccc(NS(=O)(=O)c5cccs5)c4[nH]3)s2)CC1. As a reaction SMILES: [CH2:1]([CH3:2])[CH:3]([C:4](=[O:5])[O-:6])[N:7]1[CH2:8][CH2:9][N:10]([CH2:13][c:14]2[cH:15][n:16][c:17](-[c:19]3[nH:20][c:21]4[c:22]([NH:28][S:29](=[O:30])(=[O:31])[c:32]5[s:33][cH:34][cH:35][cH:36]5)[cH:23][cH:24][cH:25][c:26]4[cH:27]3)[s:18]2)[CH2:11][CH2:12]1.[CH3:59][CH2:60][O:61][C:62](=[O:63])[CH3:64].[CH3:65][OH:66].[Cl-:53].[Na+:38].[Na+:52].[O:54]1[CH2:55][CH2:56][CH2:57][CH2:58]1.[OH-:37].[OH:39][C:40]([CH2:41][C:42]([C:43](=[O:44])[OH:45])([CH2:46][C:47](=[O:48])[OH:49])[OH:50])=[O:51]>>[CH2:3]([C:4](=[O:5])[OH:6])[N:7]1[CH2:8][CH2:9][N:10]([CH2:13][c:14]2[cH:15][n:16][c:17](-[c:19]3[nH:20][c:21]4[c:22]([NH:28][S:29](=[O:30])(=[O:31])[c:32]5[s:33][cH:34][cH:35][cH:36]5)[cH:23][cH:24][cH:25][c:26]4[cH:27]3)[s:18]2)[CH2:11][CH2:12]1. Starting materials: CC1(OB(OC1(C)C)C=1C=C2C=NNC2=CC1)C (5-(4,4,5,5-Tetramethyl-1,3,2-dioxaborolan-2-yl)-1H-indazole), solution, C(C)(=O)[O-].[K+] (potassium acetate), ClC1=C2C(=NC(=C1)Cl)N(N=C2)C (4,6-Dichloro-1-methyl-1H-pyrazolo[3,4-b]pyridine). Run in O1CCOCC1 (dioxane). Yields the product ClC1=C2C(=NC(=C1)C=1C=C3C=NNC3=CC1)N(N=C2)C (4-chloro-6-(1H-indazol-5-yl)-1-methyl-1H-pyrazolo[3,4-b]pyridine). Reaction SMILES: [Cl:1][C:2]1[CH:7]=[C:6](Cl)[N:5]=[C:4]2[N:9]([CH3:12])[N:10]=[CH:11][C:3]=12.CC1(C)C(C)(C)OB([C:21]2[CH:22]=[C:23]3[C:27](=[CH:28][CH:29]=2)[NH:26][N:25]=[CH:24]3)O1.C([O-])(=O)C.[K+]>O1CCOCC1>[Cl:1][C:2]1[CH:7]=[C:6]([C:21]2[CH:22]=[C:23]3[C:27](=[CH:28][CH:29]=2)[NH:26][N:25]=[CH:24]3)[N:5]=[C:4]2[N:9]([CH3:12])[N:10]=[CH:11][C:3]=12 |f:2.3|. Procedure: 4,6-Dichloro-1-methyl-1H-pyrazolo[3,4-b]pyridine 5 (0.180 g, 0.89 mmol) was dissolved in 2 mL dioxane and 2 mL acetonitriile in a microwave tube, and nitrogen was bubbled through the solution. 5-(4,4,5,5-Tetramethyl-1,3,2-dioxaborolan-2-yl)-1H-indazole (0.217 g, 0.89 mmol) and a 1M solution of potassium acetate (2 mL, 2 mmol) were added. Nitrogen gas was bubbled through the mixture followed by the addition of 5 mole % of tetrakis(triphenylphosphine) palladium (0). The resultant mixture was micro... Starting materials: CCOCC, C=C(CC(=O)O)C(=O)OC, CC(C)N. The product is COC(=O)C1CC(=O)N(C(C)C)C1. As a reaction SMILES: [CH3:15][CH2:16][O:17][CH2:18][CH3:19].[CH3:5][O:6][C:7]([C:8](=[CH2:9])[CH2:10][C:11](=[O:12])[OH:13])=[O:14].[CH:1]([CH3:2])([CH3:3])[NH2:4]>>[CH:1]([CH3:2])([CH3:3])[N:4]1[CH2:9][CH:8]([C:7]([O:6][CH3:5])=[O:14])[CH2:10][C:11]1=[O:12]. Starting materials: C(C)(C)(C)NS(=O)(=O)C1=C(C(=CC=C1Cl)[N+](=O)[O-])Cl (N-(tert-butyl)-2,6-dichloro-3-nitrobenzenesulfonamide), [H-].[Na+] (NaH), O (water). The product is C(C)(C)(C)NS(=O)(=O)C1=C(C(=CC=C1Cl)[N+](=O)[O-])O (N-(tert-butyl)-6-chloro-2-hydroxy-3-nitrobenzenesulfonamide). As a reaction SMILES: [C:1]([NH:5][S:6]([C:9]1[C:14]([Cl:15])=[CH:13][CH:12]=[C:11]([N+:16]([O-:18])=[O:17])[C:10]=1Cl)(=[O:8])=[O:7])([CH3:4])([CH3:3])[CH3:2].[H-].[Na+].[OH2:22]>>[C:1]([NH:5][S:6]([C:9]1[C:14]([Cl:15])=[CH:13][CH:12]=[C:11]([N+:16]([O-:18])=[O:17])[C:10]=1[OH:22])(=[O:8])=[O:7])([CH3:4])([CH3:3])[CH3:2] |f:1.2|. Reported procedure: Following the general hydrolysis procedure outlined in example 15, N-(tert-butyl)-2,6-dichloro-3-nitrobenzenesulfonamide (1.67 g, 5.1 mmol), 60% NaH (612 mg, 15.3 mmol) and water (92 μL, 5l mmol) were reacted to form the crude product (1.54 g), which was carried on to the next step without purification. 1H NMR (MeOD-d4): δ 8.00 (d, 1H), 7.08 (d, 1H), 1.24 (s, 9H). Reactants: C(C)(C)N(C(C)C)CC (N,N-diisopropyl ethylamine), C(C1=CC=CC=C1)OC1=C(C=C(C=C1)CCO)[C@H](CCN(C(C)C)C(C)C)C1=CC=CC=C1 (2-{4-(benzyloxy)-3-[(1R)-3-(diisopropylamino)-1-phenylpropyl]phenyl}ethanol), CS(=O)(=O)Cl (methanesulphonyl chloride). The solvent is ClCCl (dichloromethane), ClCCl (dichloromethane). Run at temperature 0 celsius, time 2 hour. The product is CS(=O)(=O)OCCC1=CC(=C(C=C1)OCC1=CC=CC=C1)[C@H](CCN(C(C)C)C(C)C)C1=CC=CC=C1 (2-{4-(benzyloxy)-3-[(1R)-3-(diisopropylamino)-1-phenylpropyl]phenyl}ethyl methanesulfonate). Reaction SMILES: [CH2:1]([O:8][C:9]1[CH:14]=[CH:13][C:12]([CH2:15][CH2:16][OH:17])=[CH:11][C:10]=1[C@@H:18]([C:28]1[CH:33]=[CH:32][CH:31]=[CH:30][CH:29]=1)[CH2:19][CH2:20][N:21]([CH:25]([CH3:27])[CH3:26])[CH:22]([CH3:24])[CH3:23])[C:2]1[CH:7]=[CH:6][CH:5]=[CH:4][CH:3]=1.C(N(CC)C(C)C)(C)C.[CH3:43][S:44](Cl)(=[O:46])=[O:45]>ClCCl>[CH3:43][S:44]([O:17][CH2:16][CH2:15][C:12]1[CH:13]=[CH:14][C:9]([O:8][CH2:1][C:2]2[CH:3]=[CH:4][CH:5]=[CH:6][CH:7]=2)=[C:10]([C@@H:18]([C:28]2[CH:29]=[CH:30][CH:31]=[CH:32][CH:33]=2)[CH2:19][CH2:20][N:21]([CH:25]([CH3:26])[CH3:27])[CH:22]([CH3:23])[CH3:24])[CH:11]=1)(=[O:46])=[O:45]. Procedure: 2-{4-(benzyloxy)-3-[(1R)-3-(diisopropylamino)-1-phenylpropyl]phenyl}ethanol (Prepared according to WO1998/43942, 1.0 g, 2.25 mmol) was dissolved in dichloromethane (20 ml) and N,N-diisopropyl ethylamine (1.8 ml, 10 mmol) added. The solution was then cooled to 0° C. and methanesulphonyl chloride (0.42 ml, 5.4 mmol) was added. After stirring for 2 hours at 0° C. the mixture was diluted with dichloromethane (20 ml) and washed with water (50 ml), brine (50 ml) and then dried (magnesium sulphate) and... Starting materials: C(C1=CC=CC=C1)Br (benzyl bromide), C(C)(C)(C)OC(=O)N1C[C@@H](CC1)O ((3R)-N-tert-butyloxycarbonylpyrrolidin-3-ol), [H-].[Na+] (sodium hydride), O (Water). Solvent: C1CCOC1 (THF), C1CCOC1 (THF), C1CCOC1 (THF). Reaction conditions: temperature 0 celsius, time 0.3 hour. The product is C(C)(C)(C)OC(=O)N1C[C@@H](CC1)OCC1=CC=CC=C1 ((3R)-N-tert-Butyloxycarbonyl-3-benzyloxypyrrolidine). Yield: 76.0%. As a reaction SMILES: [C:1]([O:5][C:6]([N:8]1[CH2:12][CH2:11][C@@H:10]([OH:13])[CH2:9]1)=[O:7])([CH3:4])([CH3:3])[CH3:2].[H-].[Na+].[CH2:16](Br)[C:17]1[CH:22]=[CH:21][CH:20]=[CH:19][CH:18]=1.O>C1COCC1>[C:1]([O:5][C:6]([N:8]1[CH2:12][CH2:11][C@@H:10]([O:13][CH2:16][C:17]2[CH:22]=[CH:21][CH:20]=[CH:19][CH:18]=2)[CH2:9]1)=[O:7])([CH3:4])([CH3:2])[CH3:3] |f:1.2|. Procedure details: A solution of (3R)-N-tert-butyloxycarbonylpyrrolidin-3-ol (2.25 g, 12.0 mmol), in anhydrous THF (10 ml) was added portionwise to a slurry of sodium hydride (60% dispersion in oil, 0.63 g, 13.8 mmol) in THF (35 ml) and the mixture stirred for 0.3 h at 0° C. A solution of benzyl bromide (2.37 g, 13.8 mmol) in dry THF (2 ml) was added and the mixture warmed to room temperature and stirred for 18 h. Water (70 ml) was added and the mixture extracted with ethyl acetate (3×100 ml). The combined extract... Starting materials: BrCC=C(C)C (4-bromo-2-methyl-2-butene), solution, C(C)(C)[N-]C(C)C.[Li+] (lithium diisopropylamide), COC(C(C)C)=O (isobutyric acid methyl ester), [Cl-].[Na+] (sodium chloride). Run in O1CCCC1 (tetrahydrofuran), O1CCCC1 (tetrahydrofuran), CS(=O)C (dimethyl sulfoxide), CCCCCC (hexane). Conditions: time 1 hour. Product: COC(C(CC=C(C)C)(C)C)=O (2,2,5-Trimethyl-4-hexenoic Acid Methyl Ester). RXN SMILES: C([N-][CH:5]([CH3:7])[CH3:6])(C)C.[Li+].[CH3:9][O:10][C:11](=[O:15])C(C)C.Br[CH2:17][CH:18]=[C:19]([CH3:21])[CH3:20].[Cl-].[Na+]>CCCCCC.CS(C)=O.O1CCCC1>[CH3:9][O:10][C:11](=[O:15])[C:5]([CH3:6])([CH3:7])[CH2:17][CH:18]=[C:19]([CH3:21])[CH3:20] |f:0.1,4.5|. Procedure details: 300 g. of a 10% solution of lithium diisopropylamide in hexane was introduced into 90 ml. of absolute tetrahydrofuran, cooled to 0°, and combined dropwise under agitation with a solution of 28 g. of isobutyric acid methyl ester in 150 ml. of absolute tetrahydrofuran. The reaction solution was stirred for one hour at 0°, then cooled to -40° and subsequently added to a solution of 58 g. of 4-bromo-2-methyl-2-butene (dimethylallyl bromide) in 60 ml. of absolute dimethyl sulfoxide, maintained at -20... Starting materials: CO, O=S(Cl)Cl, O=C(O)c1cnccn1. Product: COC(=O)c1cnccn1. As a reaction SMILES: [CH3:14][OH:15].[S:1]([Cl:2])([Cl:3])=[O:4].[n:5]1[c:6]([C:11](=[O:12])[OH:13])[cH:7][n:8][cH:9][cH:10]1>>[n:5]1[c:6]([C:11](=[O:12])[O:13][CH3:14])[cH:7][n:8][cH:9][cH:10]1. The product is C(CCC)C=1N(C(=C(N1)Cl)C=O)CC1=CC=C(C=C1)C1=C(C=CC=C1)C1=NNC(O1)=O (2-Butyl-4-chloro-1-[[2'-(2,3-dihydro-2-oxo-1,3,4-oxadiazol-5-yl)biphenyl-4-yl]methyl]imidazole-5-carbaldehyde). The reactants are [H-].[Na+] (sodium hydride), BrCC1=CC=C(C=C1)C1=C(C=CC=C1)C1=NN(C(O1)=O)C(C1=CC=CC=C1)(C1=CC=CC=C1)C1=CC=CC=C1 (5-(4'-bromomethylbipenyl-2-yl-)-2,3-dihydro-3-triphenylmethyl-1,3,4-oxadiazol-2-one), ice, C(CCC)C=1NC(=C(N1)Cl)C=O (2-butyl-4-chloroimidazole-5-carbaldehyde). Reported procedure: To an ice-cooling solution of 2-butyl-4-chloroimidazole-5-carbaldehyde (0.19 g) in N,N-dimethylformamide (1 ml) was added sodium hydride (60% in oil; 44 mg), and the mixture was stirred for 10 minutes. To the mixture was then added 5-(4'-bromomethylbipenyl-2-yl-)-2,3-dihydro-3-triphenylmethyl-1,3,4-oxadiazol-2-one (0.57 g). The reaction mixture was stirred for 1.5 hour at room temperatures, which was diluted with water and extracted with ethyl acetate. The extract was washed with water and dried... As a reaction SMILES: [CH2:1]([C:5]1[NH:6][C:7]([CH:11]=[O:12])=[C:8]([Cl:10])[N:9]=1)[CH2:2][CH2:3][CH3:4].[H-].[Na+].Br[CH2:16][C:17]1[CH:22]=[CH:21][C:20]([C:23]2[CH:28]=[CH:27][CH:26]=[CH:25][C:24]=2[C:29]2[O:33][C:32](=[O:34])[N:31](C(C3C=CC=CC=3)(C3C=CC=CC=3)C3C=CC=CC=3)[N:30]=2)=[CH:19][CH:18]=1>CN(C)C=O.O.FC(F)(F)C(O)=O>[CH2:1]([C:5]1[N:6]([CH2:16][C:17]2[CH:22]=[CH:21][C:20]([C:23]3[CH:28]=[CH:27][CH:26]=[CH:25][C:24]=3[C:29]3[O:33][C:32](=[O:34])[NH:31][N:30]=3)=[CH:19][CH:18]=2)[C:7]([CH:11]=[O:12])=[C:8]([Cl:10])[N:9]=1)[CH2:2][CH2:3][CH3:4] |f:1.2|. Run in FC(C(=O)O)(F)F (trifluoroacetic acid), CN(C=O)C (N,N-dimethylformamide), O (water). The yield is 27.6%. Conditions: time 10 minute. Starting materials: C(C)(C)(C)OC(=O)C1=CN(C=C1)CC(COC1=CC=C(C=C1)CCCCCCCC)O (tert-butyl-1-[2-hydroxy-3-(4-octylphenoxy)propyl]pyrrole-3-carboxylate), C(C)(=O)OC(C)=O (acetic anhydride), C(O)([O-])=O.[Na+] (sodium hydrogen carbonate), [Na+].[Cl-] (NaCl). The solvent is CS(=O)C (DMSO), CS(=O)C (DMSO). Reaction conditions: time 10 minute. Yields the product C(C)(C)(C)OC(=O)C1=CN(C=C1)CC(COC1=CC=C(C=C1)CCCCCCCC)=O (tert-Butyl-1-[3-(4-octylphenoxy)-2-oxopropyl]pyrrole-3-carboxylate). Reaction SMILES: C(OC(=O)C)(=O)C.[C:8]([O:12][C:13]([C:15]1[CH:19]=[CH:18][N:17]([CH2:20][CH:21]([OH:38])[CH2:22][O:23][C:24]2[CH:29]=[CH:28][C:27]([CH2:30][CH2:31][CH2:32][CH2:33][CH2:34][CH2:35][CH2:36][CH3:37])=[CH:26][CH:25]=2)[CH:16]=1)=[O:14])([CH3:11])([CH3:10])[CH3:9].C(=O)([O-])O.[Na+].[Na+].[Cl-]>CS(C)=O>[C:8]([O:12][C:13]([C:15]1[CH:19]=[CH:18][N:17]([CH2:20][C:21](=[O:38])[CH2:22][O:23][C:24]2[CH:29]=[CH:28][C:27]([CH2:30][CH2:31][CH2:32][CH2:33][CH2:34][CH2:35][CH2:36][CH3:37])=[CH:26][CH:25]=2)[CH:16]=1)=[O:14])([CH3:11])([CH3:10])[CH3:9] |f:2.3,4.5|. Procedure: 0.817 g (8.00 mmol) acetic anhydride is mixed with 10 ml absolute DMSO, stirred at room temperature for 10 min and added drop-wise to a solution of 0.086 g (0.200 mmol) tert-butyl-1-[2-hydroxy-3-(4-octylphenoxy)propyl]pyrrole-3-carboxylate in 10 ml absolute DMSO. Having stirred for 19 hours, the solution is poured into a mixture of 5% sodium hydrogen carbonate solution and saturated NaCl solution (1:1, v/v) and hydrolyzed for 10 min. Four extractions using diethyl ether, combination of the organ...